From a dataset of the Open Reaction Database (ORD), a public repository of structured organic reaction records. describe an organic reaction: reactants, conditions, products, and yield Reactants: CCCCP(CCCC)CCCC, COC(=O)CCNC(=O)c1ccc(C(O)CCC(C)(C)C)cc1, Cc1ccccc1, Oc1ccc(Cl)nc1, O=C(N=NC(=O)N1CCCCC1)N1CCCCC1. Product: COC(=O)CCNC(=O)c1ccc(C(CCC(C)(C)C)Oc2ccc(Cl)nc2)cc1. As a reaction SMILES: [CH2:32]([P:33]([CH2:34][CH2:35][CH2:36][CH3:37])[CH2:38][CH2:39][CH2:40][CH3:41])[CH2:42][CH2:43][CH3:44].[CH3:1][O:2][C:3]([CH2:4][CH2:5][NH:6][C:7]([c:8]1[cH:9][cH:10][c:11]([CH:14]([CH2:15][CH2:16][C:17]([CH3:18])([CH3:19])[CH3:20])[OH:21])[cH:12][cH:13]1)=[O:22])=[O:23].[CH3:63][c:64]1[cH:65][cH:66][cH:67][cH:68][cH:69]1.[Cl:24][c:25]1[cH:26][cH:27][c:28]([OH:31])[cH:29][n:30]1.[N:45]([C:46]([N:47]1[CH2:48][CH2:49][CH2:50][CH2:51][CH2:52]1)=[O:53])=[N:54][C:55]([N:56]1[CH2:57][CH2:58][CH2:59][CH2:60][CH2:61]1)=[O:62]>>[CH3:1][O:2][C:3]([CH2:4][CH2:5][NH:6][C:7]([c:8]1[cH:9][cH:10][c:11]([CH:14]([CH2:15][CH2:16][C:17]([CH3:18])([CH3:19])[CH3:20])[O:21][c:28]2[cH:27][cH:26][c:25]([Cl:24])[n:30][cH:29]2)[cH:12][cH:13]1)=[O:22])=[O:23]. Yields the product CC(C)(C)OC(=O)N1CCCN(c2nc3ccccc3n2CCn2ccnc2)CC1. As a reaction SMILES: [C:8]([CH3:9])([CH3:10])([CH3:11])[O:12][C:13](=[O:14])[N:15]1[CH2:16][CH2:17][N:18]([c:22]2[n:23][c:24]3[c:25]([n:26]2[CH2:27][CH2:28][O:29][S:30]([CH3:31])(=[O:32])=[O:33])[cH:34][cH:35][cH:36][cH:37]3)[CH2:19][CH2:20][CH2:21]1.[CH3:38][N:39]([CH3:40])[CH:41]=[O:42].[H-:6].[Na+:7].[nH:1]1[cH:2][n:3][cH:4][cH:5]1>>[n:1]1([CH2:28][CH2:27][n:26]2[c:22]([N:18]3[CH2:17][CH2:16][N:15]([C:13]([O:12][C:8]([CH3:9])([CH3:10])[CH3:11])=[O:14])[CH2:21][CH2:20][CH2:19]3)[n:23][c:24]3[c:25]2[cH:34][cH:35][cH:36][cH:37]3)[cH:2][n:3][cH:4][cH:5]1. The reactants are CC(C)(C)OC(=O)N1CCCN(c2nc3ccccc3n2CCOS(C)(=O)=O)CC1, CN(C)C=O, [H-], [Na+], c1c[nH]cn1. The reactants are C#CC1CCC(C(=O)O)N1C(=O)C(CC(C)C)NC(=O)OC(C)(C)C, C1CCOC1, CN1CCOCC1, CC(C)COC(=O)Cl, Cl, N. Product: C#CC1CCC(C(N)=O)N1C(=O)C(CC(C)C)NC(=O)OC(C)(C)C. Reaction SMILES: [C:1]([CH3:2])([CH3:3])([CH3:4])[O:5][C:6](=[O:7])[NH:8][CH:9]([CH2:10][CH:11]([CH3:12])[CH3:13])[C:14](=[O:15])[N:16]1[CH:17]([C:18](=[O:19])[OH:20])[CH2:21][CH2:22][CH:23]1[C:24]#[CH:25].[CH2:43]1[O:44][CH2:45][CH2:46][CH2:47]1.[CH3:26][N:27]1[CH2:28][CH2:29][O:30][CH2:31][CH2:32]1.[Cl:33][C:34]([O:35][CH2:36][CH:37]([CH3:38])[CH3:39])=[O:40].[ClH:42].[NH3:41]>>[C:1]([CH3:2])([CH3:3])([CH3:4])[O:5][C:6](=[O:7])[NH:8][CH:9]([CH2:10][CH:11]([CH3:12])[CH3:13])[C:14](=[O:15])[N:16]1[CH:17]([C:18](=[O:19])[NH2:27])[CH2:21][CH2:22][CH:23]1[C:24]#[CH:25]. Reactants: O1CCCC1 (tetrahydrofuran), OC1CN(C1)C(=O)OC(C)(C)C (tert-butyl 3-hydroxyazetidine-1-carboxylate), [H-].[Na+] (sodium hydride), resultant solution, resultant mixture, FC1=CC=C(CBr)C=C1 (4-fluorobenzyl bromide), resultant mixture. Solvent: C(C)(=O)OCC (ethyl acetate), O (water). Yields the product FC1=CC=C(COC2CN(C2)C(=O)OC(C)(C)C)C=C1 (tert-Butyl 3-[(4-fluorobenzyl)oxy]azetidine-1-carboxylate). Yield: 48.7%. As a reaction SMILES: O1CCCC1.[OH:6][CH:7]1[CH2:10][N:9]([C:11]([O:13][C:14]([CH3:17])([CH3:16])[CH3:15])=[O:12])[CH2:8]1.[H-].[Na+].[F:20][C:21]1[CH:28]=[CH:27][C:24]([CH2:25]Br)=[CH:23][CH:22]=1>C(OCC)(=O)C.O>[F:20][C:21]1[CH:28]=[CH:27][C:24]([CH2:25][O:6][CH:7]2[CH2:8][N:9]([C:11]([O:13][C:14]([CH3:17])([CH3:16])[CH3:15])=[O:12])[CH2:10]2)=[CH:23][CH:22]=1 |f:2.3|. Procedure details: To a tetrahydrofuran solution (2.0 mL) of tert-butyl 3-hydroxyazetidine-1-carboxylate (87 mg, 0.50 mmol), sodium hydride (33 mg, 0.75 mmol, purity 55%) was added at 0° C. and the resultant solution was stirred for 30 minutes. Subsequently, 4-fluorobenzyl bromide (62.3 μL, 0.50 mmol) was added to the reaction solution and the resultant mixture was stirred at room temperature for 19 hours. After completion of the reaction, water was added to the reaction solution and extraction with ethyl acetate ... Starting materials: O=C([O-])[O-], [Cl-], Cl, [K+], [K+], O=N[O-], Cc1cc2oc(=O)c3c(c2cc1N)CCNC3, [Na+], O. Product: Cc1cc2oc(=O)c3c(c2cc1Cl)CCNC3. As a reaction SMILES: [C:23](=[O:24])([O-:25])[O-:26].[Cl-:22].[ClH:30].[K+:27].[K+:28].[N:18]([O-:19])=[O:20].[NH2:1][c:2]1[c:3]([CH3:17])[cH:4][c:5]2[c:6]([cH:7]1)[c:8]1[c:9]([c:14](=[O:16])[o:15]2)[CH2:10][NH:11][CH2:12][CH2:13]1.[Na+:21].[OH2:29]>>[c:2]1([Cl:22])[c:3]([CH3:17])[cH:4][c:5]2[c:6]([cH:7]1)[c:8]1[c:9]([c:14](=[O:16])[o:15]2)[CH2:10][NH:11][CH2:12][CH2:13]1. Conditions: temperature 0 celsius. Procedure: To a mixture of naphthalene-2,7-diol (25 g, 156.08 mmol) and K2CO3 (32.3 g, 232.02 mmol) in acetone (300 ml) was added iodomethane (22.2 g, 156.41 mmol) dropwise with stirring at 0° C. The resulting solution was stirred overnight at room temperature. The solids were filtered off and the filtrate was concentrated under vacuum to give a residue, which was purified by silica gel column chromatography using 1%-10% ethyl acetate in petroleum ether to afford 7-methoxynaphthalen-2-ol as a light yellow ... Reactants: C1=C(C=CC2=CC=C(C=C12)O)O (naphthalene-2,7-diol), C(=O)([O-])[O-].[K+].[K+] (K2CO3), IC (iodomethane). Yield: 36.8%. Reaction SMILES: [CH:1]1[C:10]2[C:5](=[CH:6][CH:7]=[C:8]([OH:11])[CH:9]=2)[CH:4]=[CH:3][C:2]=1[OH:12].[C:13]([O-])([O-])=O.[K+].[K+].IC>CC(C)=O>[CH3:13][O:12][C:2]1[CH:1]=[C:10]2[C:5]([CH:6]=[CH:7][C:8]([OH:11])=[CH:9]2)=[CH:4][CH:3]=1 |f:1.2.3|. The solvent is CC(=O)C (acetone). Product: COC1=CC=C2C=CC(=CC2=C1)O (7-methoxynaphthalen-2-ol). Product: IC1=CC2=C(NC(=NS2(=O)=O)NC(C)C)C=C1 (7-Iodo-3-isopropylamino-4H-1,2,4-benzothiadiazine 1,1-dioxide). Starting materials: NC1=C(C=C(C=C1)I)S(=O)(=O)N (2-amino-5-iodobenzenesulfonamide), C(C)(C)N=C=S (isopropyl isothiocyanate). As a reaction SMILES: [NH2:1][C:2]1[CH:7]=[CH:6][C:5]([I:8])=[CH:4][C:3]=1[S:9]([NH2:12])(=[O:11])=[O:10].[CH:13]([N:16]=[C:17]=S)([CH3:15])[CH3:14]>>[I:8][C:5]1[CH:6]=[CH:7][C:2]2[NH:1][C:17]([NH:16][CH:13]([CH3:15])[CH3:14])=[N:12][S:9](=[O:11])(=[O:10])[C:3]=2[CH:4]=1. Procedure details: The title compound was prepared from 2-amino-5-iodobenzenesulfonamide and isopropyl isothiocyanate by a method analogous to the one described in Example 4; m.p. 305-307° C. dec; 1H-NMR (DMSO-d6): δ 1.17 (d, 6H, CH(CH3)2), 3.91 (m, 1H, CH(CH3)2), 7.02 (d, 1H, ArH), 7.15 (br., 1H, NH), 7.8-7.9 (m, 2H, ArH), 10.43 (br.s, 1H, NH); MS: m/e 365 (M+, 27%); (C10H12N3I1O2S1) calc. C, 32.89; H, 3.31; N, 11.51, found C, 32.79; H, 3.41; N, 11.27.